Dataset: the Open Reaction Database (ORD), a public repository of structured organic reaction records. Task: describe an organic reaction: reactants, conditions, products, and yield Reactants: Cl.N1CCC(CC1)OC1=CC(=C(C=C1)CC(=O)N1CCC(CC1)N1C(OCC2=C1C=CC=C2)=O)OCC(F)(F)F (1-(1-(4-(4-piperidinyloxy)-2-(2,2,2-trifluoroethoxy)phenylacetyl)piperidin-4-yl)-4H-3,1-benzoxazin-2(1H)-one hydrochloride), CCN(C(C)C)C(C)C (DIEA), C1C(C)O1 (propylene oxide). The solvent is CO (MeOH), Cl (HCl), CO (MeOH). Reaction conditions: time 18 hour. Product: hydrochloride salt, OC(CN1CCC(CC1)OC1=CC(=C(C=C1)CC(=O)N1CCC(CC1)N1C(OCC2=C1C=CC=C2)=O)OCC(F)(F)F)C (1-(1-(4-(1-(2-hydroxy-1-propyl)-4-piperidinyloxy)-2-(2,2,2-trifluoro-ethoxy)phenylacetyl)piperidin-4-yl)-4H-3,1-benzoxazin-2(1H)-one). RXN SMILES: Cl.[NH:2]1[CH2:7][CH2:6][CH:5]([O:8][C:9]2[CH:14]=[CH:13][C:12]([CH2:15][C:16]([N:18]3[CH2:23][CH2:22][CH:21]([N:24]4[C:29]5[CH:30]=[CH:31][CH:32]=[CH:33][C:28]=5[CH2:27][O:26][C:25]4=[O:34])[CH2:20][CH2:19]3)=[O:17])=[C:11]([O:35][CH2:36][C:37]([F:40])([F:39])[F:38])[CH:10]=2)[CH2:4][CH2:3]1.CCN(C(C)C)C(C)C.[CH2:50]1[O:53][CH:51]1[CH3:52]>CO.Cl>[OH:53][CH:51]([CH3:52])[CH2:50][N:2]1[CH2:3][CH2:4][CH:5]([O:8][C:9]2[CH:14]=[CH:13][C:12]([CH2:15][C:16]([N:18]3[CH2:23][CH2:22][CH:21]([N:24]4[C:29]5[CH:30]=[CH:31][CH:32]=[CH:33][C:28]=5[CH2:27][O:26][C:25]4=[O:34])[CH2:20][CH2:19]3)=[O:17])=[C:11]([O:35][CH2:36][C:37]([F:40])([F:38])[F:39])[CH:10]=2)[CH2:6][CH2:7]1 |f:0.1|. Procedure details: To a solution of 1-(1-(4-(4-piperidinyloxy)-2-(2,2,2-trifluoroethoxy)phenylacetyl)piperidin-4-yl)-4H-3,1-benzoxazin-2(1H)-one hydrochloride (0.30 g, 0.5 mmol) from Example 2 in MeOH (10 mL) was added DIEA (0.17 mL, 1.0 mmol) and propylene oxide (1 mL, 13 mmol). The solution was stirred for 18 h at ambient temperature and the solvent was removed under reduced pressure. The residue was dissolved in EtOAc (50 mL) and washed with saturated aqueous NaHCO3 (25 mL). The organic phase was dried (MgSO4),... Reactants: C1(=CC=CC=C1)C#C (phenylacetylene), C(CCC)[Li] (n-butyllithium), solution, ClCC(=O)Cl (chloroacetyl chloride), alkynylzinc, C1(=CC=CC=C1)C#C[Li] (phenylethynyllithium). The reagents and catalysts are C=1C=CC(=CC1)[P](C=2C=CC=CC2)(C=3C=CC=CC3)[Pd]([P](C=4C=CC=CC4)(C=5C=CC=CC5)C=6C=CC=CC6)([P](C=7C=CC=CC7)(C=8C=CC=CC8)C=9C=CC=CC9)[P](C=1C=CC=CC1)(C=1C=CC=CC1)C=1C=CC=CC1 (Pd(PPh3)4), [Cl-].[Cl-].[Zn+2] (ZnCl2), [Cl-].[Cl-].[Zn+2] (ZnCl2). Run in C1CCOC1 (THF), CCCCCC (hexane), CCCCCC (hexane), C(C)(=O)OCC (ethyl acetate), C1CCOC1 (THF). Run at temperature 0 celsius. Product: ClCC(C#CC1=CC=CC=C1)=O (1-chloro-4-phenyl-3-butyn-2-one). Yield: 60.1%. Reaction SMILES: [C:1]1([C:7]#[CH:8])[CH:6]=[CH:5][CH:4]=[CH:3][CH:2]=1.C([Li])CCC.C1(C#C[Li])C=CC=CC=1.[Cl:23][CH2:24][C:25](Cl)=[O:26]>C1COCC1.CCCCCC.[Cl-].[Cl-].[Zn+2].C1C=CC([P]([Pd]([P](C2C=CC=CC=2)(C2C=CC=CC=2)C2C=CC=CC=2)([P](C2C=CC=CC=2)(C2C=CC=CC=2)C2C=CC=CC=2)[P](C2C=CC=CC=2)(C2C=CC=CC=2)C2C=CC=CC=2)(C2C=CC=CC=2)C2C=CC=CC=2)=CC=1.C(OCC)(=O)C>[Cl:23][CH2:24][C:25](=[O:26])[C:8]#[C:7][C:1]1[CH:6]=[CH:5][CH:4]=[CH:3][CH:2]=1 |f:6.7.8,^1:45,47,66,85|. Procedure details: Anhydrous ZnCl2 (10 g, 73 mmol) was dissolved in THF (50 mL) and the solution cooled to 0° C. in an ice bath. In another flask phenylacetylene (8.0 mL, 73 mmol) was dissolved in THF (50 mL), cooled to 0° C. in an ice bath, and treated with n-butyllithium (32 mL of a 2.2M solution in hexane, 70 mmol). After 20 minutes the phenylethynyllithium solution was added via cannula to the ZnCl2 solution. After an additional 20 minutes Pd(PPh3)4 (1.23 g, 1.06 mmol) was added to the alkynylzinc solution. Th... The reactants are BrC1=NC(=CC(=C1)S(=O)(=O)C1=CC=C(C=C1)N)C (4-(2-bromo-6-methylpyridine-4-sulphonyl)-phenylamine), CN (methylamine). Solvent: C(C)O (ethanol), O1CCOCC1 (dioxane). Yields the product NC1=CC=C(C=C1)S(=O)(=O)C1=CC(=NC(=C1)C)NC ([4-(4-aminobenzenesulphonyl)-6-methyl-pyridin-2-yl]-methylamine). Yield: 84.0%. Reaction SMILES: Br[C:2]1[CH:7]=[C:6]([S:8]([C:11]2[CH:16]=[CH:15][C:14]([NH2:17])=[CH:13][CH:12]=2)(=[O:10])=[O:9])[CH:5]=[C:4]([CH3:18])[N:3]=1.[CH3:19][NH2:20]>C(O)C.O1CCOCC1>[NH2:17][C:14]1[CH:15]=[CH:16][C:11]([S:8]([C:6]2[CH:5]=[C:4]([CH3:18])[N:3]=[C:2]([NH:20][CH3:19])[CH:7]=2)(=[O:10])=[O:9])=[CH:12][CH:13]=1. Procedure: 0.056 g (0.00017 mol) of 4-(2-bromo-6-methylpyridine-4-sulphonyl)-phenylamine and 1.1 ml of 8 M methylamine in ethanol were stirred at 120° C. in 5 ml of dioxane for 24 hrs. After removal of the solvent the residue was chromatographed on silica gel with ethyl acetate/hexane 1:1. The product-containing fraction were suspended in 25 ml of diethyl ether, treated in an ultrasound bath and diluted with 45 ml of hexane. The suspension was suction filtered and the filter material was dried in a high va... Starting materials: CC1(C=2C=CC(=CC2C(CC1)(C)C)Br)C (5,6,7,8-tetrahydro-5,5,8,8-tetramethyl-2-bromonaphthalene), B(O)O (boronic acid). Product: CC1(C=2C=CC(=CC2C(CC1)(C)C)B(O)O)C (5,6,7,8-Tetrahydro-5,5,8,8-tetramethyl-2-naphthylboronic acid). RXN SMILES: [CH3:1][C:2]1([CH3:15])[CH2:11][CH2:10][C:9]([CH3:13])([CH3:12])[C:8]2[CH:7]=[C:6](Br)[CH:5]=[CH:4][C:3]1=2.[BH:16]([OH:18])[OH:17]>>[CH3:1][C:2]1([CH3:15])[CH2:11][CH2:10][C:9]([CH3:13])([CH3:12])[C:8]2[CH:7]=[C:6]([B:16]([OH:18])[OH:17])[CH:5]=[CH:4][C:3]1=2. Procedure: In a similar manner to Example 3(a), starting with 5 g (18.7 mmol) of 5,6,7,8-tetrahydro-5,5,8,8-tetramethyl-2-bromonaphthalene, 4.3 g (100%) of the expected boronic acid are obtained. The reactants are N#Cc1ccc(-c2ccnc(Cl)c2Br)cc1, NN, C1COCCO1. Product: N#Cc1ccc(-c2ccnc(NN)c2Br)cc1. Reaction SMILES: [Br:1][c:2]1[c:3]([Cl:16])[n:4][cH:5][cH:6][c:7]1-[c:8]1[cH:9][cH:10][c:11]([C:12]#[N:13])[cH:14][cH:15]1.[NH2:17][NH2:18].[O:19]1[CH2:20][CH2:21][O:22][CH2:23][CH2:24]1>>[Br:1][c:2]1[c:3]([NH:17][NH2:18])[n:4][cH:5][cH:6][c:7]1-[c:8]1[cH:9][cH:10][c:11]([C:12]#[N:13])[cH:14][cH:15]1.